This data is from the Open Reaction Database (ORD), a public repository of structured organic reaction records. The task is: describe an organic reaction: reactants, conditions, products, and yield The reactants are BrC=1N=C(NC1)CC(=O)C1=CC=C(C=C1)F (2-(4-Bromo-1H-imidazol-2-yl)-1-(4-fluorophenyl)ethanone), C(C#C)(=O)O (propiolic acid), N1(C=NC=C1)C(=O)N1C=NC=C1 (1-(1H-imidazol-1-ylcarbonyl)-1H-imidazole). Product: BrC=1NC=2N(C(C=CC2C(C2=CC=C(C=C2)F)=O)=O)C1 (2-Bromo-8-(4-fluorobenzoyl)imidazo[1,2-a]pyridin-5(1H)-one). RXN SMILES: [Br:1][C:2]1[N:3]=[C:4]([CH2:7][C:8]([C:10]2[CH:15]=[CH:14][C:13]([F:16])=[CH:12][CH:11]=2)=[O:9])[NH:5][CH:6]=1.[C:17](O)(=[O:20])[C:18]#[CH:19].N1(C(N2C=CN=C2)=O)C=CN=C1>>[Br:1][C:2]1[NH:3][C:4]2[N:5]([CH:6]=1)[C:17](=[O:20])[CH:18]=[CH:19][C:7]=2[C:8](=[O:9])[C:10]1[CH:15]=[CH:14][C:13]([F:16])=[CH:12][CH:11]=1. Reported procedure: The compound is prepared as described in example 6 with 446.0 mg (1.58 mmol) of 2-(4-bromo-1H-imidazol-2-yl)-1-(4-fluorophenyl)ethanone (example XXXII), 172.43 mg (2.36 mmol) of propiolic acid and 459.82 mg (2.84 mmol) of 1-(1H-imidazol-1-ylcarbonyl)-1H-imidazole. The reactants are CN1N=NC(=C1NC(=O)O[C@H](C)C1=CC=CC=C1)C1=CC=C(C=C1)C1=CC=C(C=C1)C1(CC1)C(=O)O (1-{4′-[1-methyl-5-((R)-1-phenyl-ethoxycarbonylamino)-1H-[1,2,3]triazol-4-yl]-biphenyl-4-yl}-cyclopropanecarboxylic acid), BrC1=CC=C(C=C1)C1=C(N=NN1C)C(=O)O (5-(4-bromo-phenyl)-1-methyl-1H-[1,2,3]triazole-4-carboxylic acid). The product is CN1N=NC(=C1C1=CC=C(C=C1)C1=CC=C(C=C1)C1(CC1)C(=O)O)NC(=O)O[C@H](C)C1=CC=CC=C1 (1-{4′-[3-Methyl-5-((R)-1-phenyl-ethoxycarbonylamino)-3H-[1,2,3]triazol-4-yl]-biphenyl-4-yl}-cyclopropanecarboxylic acid). Reaction SMILES: C[N:2]1[C:6]([NH:7][C:8]([O:10][C@@H:11]([C:13]2[CH:18]=[CH:17][CH:16]=[CH:15][CH:14]=2)[CH3:12])=[O:9])=[C:5]([C:19]2[CH:24]=[CH:23][C:22]([C:25]3[CH:30]=[CH:29][C:28]([C:31]4([C:34]([OH:36])=[O:35])[CH2:33][CH2:32]4)=[CH:27][CH:26]=3)=[CH:21][CH:20]=2)[N:4]=[N:3]1.Br[C:38]1C=CC(C2N(C)N=NC=2C(O)=O)=CC=1>>[CH3:38][N:4]1[C:5]([C:19]2[CH:20]=[CH:21][C:22]([C:25]3[CH:30]=[CH:29][C:28]([C:31]4([C:34]([OH:36])=[O:35])[CH2:33][CH2:32]4)=[CH:27][CH:26]=3)=[CH:23][CH:24]=2)=[C:6]([NH:7][C:8]([O:10][C@@H:11]([C:13]2[CH:14]=[CH:15][CH:16]=[CH:17][CH:18]=2)[CH3:12])=[O:9])[N:2]=[N:3]1. Procedure: This compound was prepared using the same method as described for the preparation of 1-{4′-[1-methyl-5-((R)-1-phenyl-ethoxycarbonylamino)-1H-[1,2,3]triazol-4-yl]-biphenyl-4-yl}-cyclopropanecarboxylic acid in Example 2, except that 5-(4-bromo-phenyl)-1-methyl-1H-[1,2,3]triazole-4-carboxylic acid (from step 4b in Example 1) was used. LC/MS calcd for C28H26N4O4 (m/e) 482.0, obsd 483.0 (M+H); 1H-NMR (400 MHz, DMSO-d6) δ ppm 1.15-1.30 (m, 2.4H), 1.32-1.62 (m, 4.6H), 4.05 (s, 3H), 5.69 (br m, 1H), 7.2... The reactants are CON(C(C(F)(F)F)=O)C (N-methoxy-N-methyl-2,2,2-trifluoroacetamide), BrC=1C(=C(C=CC1)OC)F (bromo-2-fluoroanisole), BrC=1C=CC(=C(C1)OC)F (5-bromo-2-fluoroanisole), Grignard reagent, BrC=1C=CC(=C(C1)OC)F (5-bromo-2-fluoroanisole). Run in O1CCCC1 (tetrahydrofuran). Product: FC1=C(C=C(C=C1)C(=O)C(F)(F)F)OC (trifluoromethyl 4-fluoro-3-methoxyphenyl ketone). RXN SMILES: Br[C:2]1[C:3]([F:10])=[C:4]([O:8][CH3:9])[CH:5]=[CH:6][CH:7]=1.BrC1C=CC(F)=C(OC)C=1.CON(C)[C:24](=[O:29])[C:25]([F:28])([F:27])[F:26]>O1CCCC1>[F:10][C:3]1[CH:2]=[CH:7][C:6]([C:24]([C:25]([F:28])([F:27])[F:26])=[O:29])=[CH:5][C:4]=1[O:8][CH3:9]. Procedure: Trifluoromethyl 4-fluoro-3-phenoxyphenyl ketone may be prepared using the following procedure. Bromination of 2-fluoroanisole yields a mixture of bromo-2-fluoroanisole isomers from which 5-bromo-2-fluoroanisole is isolated. The Grignard reagent of 5-bromo-2-fluoroanisole is then prepared and is in turn reacted with N-methoxy-N-methyl-2,2,2-trifluoroacetamide in tetrahydrofuran, yielding trifluoromethyl 4-fluoro-3-methoxyphenyl ketone. This ketone is protected by formation of the corresponding ke... Product: NCC=1N=C(SC1)NC(=O)NC1=C(C=C(C=C1)C)C(=O)C1CCCC1 (1-(4-aminomethyl-thiazol-2-yl)-3-(2-cyclopentanecarbonyl-4-methyl-phenyl)-urea). The reactants are N(=[N+]=[N-])CC=1N=C(SC1)NC(=O)NC1=C(C=C(C=C1)C)C(=O)C1CCCC1 (1-(4-azidomethyl-thiazol-2-yl)-3-(2-cyclopentanecarbonyl-4-methyl-phenyl)-urea). Procedure: To a solution of (1-(4-azidomethyl-thiazol-2-yl)-3-(2-cyclopentanecarbonyl-4-methyl-phenyl)-urea) (7.7 g, 20 mmol) in EtOH (100 mL) was added catalytic amount of palladium on charcoal (200 mg) and the reaction mixture was hydrogenated (1 atmos) for 3–4 hours to give 1-(4-aminomethyl-thiazol-2-yl)-3-(2-cyclopentanecarbonyl-4-methyl-phenyl)-urea. This crude product was then purified by flash column chromatography with DCM:EtOAc (80:20 to 50:50) as eluent to give the desired amine (5.7 g, 80%). The reagents and catalysts are [Pd] (palladium on charcoal). RXN SMILES: [N:1]([CH2:4][C:5]1[N:6]=[C:7]([NH:10][C:11]([NH:13][C:14]2[CH:19]=[CH:18][C:17]([CH3:20])=[CH:16][C:15]=2[C:21]([CH:23]2[CH2:27][CH2:26][CH2:25][CH2:24]2)=[O:22])=[O:12])[S:8][CH:9]=1)=[N+]=[N-]>CCO.[Pd]>[NH2:1][CH2:4][C:5]1[N:6]=[C:7]([NH:10][C:11]([NH:13][C:14]2[CH:19]=[CH:18][C:17]([CH3:20])=[CH:16][C:15]=2[C:21]([CH:23]2[CH2:27][CH2:26][CH2:25][CH2:24]2)=[O:22])=[O:12])[S:8][CH:9]=1. The solvent is CCO (EtOH).